This data is from the Open Reaction Database (ORD), a public repository of structured organic reaction records. The task is: describe an organic reaction: reactants, conditions, products, and yield Reactants: C(C)OC(=O)CN1C([C@@H](N(C=C1)C(=O)OCC1=CC=CC=C1)CCC(=N)NCNS(=O)(=O)C1=CC=C(C=C1)C)=O (Benzyl(2S)-4-ethyloxycarbonylmethyl-2-[3-imino(4-methylphenyl-sulfonamido)methylaminopropyl]-3-oxo-1,2,3,4-tetrahydro-1-pyrazinecarboxylate), Cl (HCl). The reagents and catalysts are [OH-].[OH-].[Pd+2] (Pd(OH)2). Solvent: C(C)O (ethanol). Conditions: time 5 hour. Yields the product C(C)OC(CN1C([C@@H](NCC1)CCC(=N)NCNS(=O)(=O)C1=CC=C(C=C1)C)=O)=O (Ethyl-2-{(3S)-3-[3-imino(4-methylphenylsulfonamido)methylamino-propyl]-2-oxohexahydro-1-pyrazinyl}acetate). RXN SMILES: [CH2:1]([O:3][C:4]([CH2:6][N:7]1[CH:12]=[CH:11][N:10](C(OCC2C=CC=CC=2)=O)[C@@H:9]([CH2:23][CH2:24][C:25]([NH:27][CH2:28][NH:29][S:30]([C:33]2[CH:38]=[CH:37][C:36]([CH3:39])=[CH:35][CH:34]=2)(=[O:32])=[O:31])=[NH:26])[C:8]1=[O:40])=[O:5])[CH3:2].Cl>C(O)C.[OH-].[OH-].[Pd+2]>[CH2:1]([O:3][C:4](=[O:5])[CH2:6][N:7]1[CH2:12][CH2:11][NH:10][C@@H:9]([CH2:23][CH2:24][C:25]([NH:27][CH2:28][NH:29][S:30]([C:33]2[CH:38]=[CH:37][C:36]([CH3:39])=[CH:35][CH:34]=2)(=[O:31])=[O:32])=[NH:26])[C:8]1=[O:40])[CH3:2] |f:3.4.5|. Procedure: A solution of the compound of Example 9 (0.43 mmol) in absolute ethanol (10 mL) was treated with Pd(OH)2 (46 mg, 0.086 mmol) and concentrated HCl (1 mL). The mixture was hydrogenated in a PARR shaker at 40 p.s.i. for 5 h. The mixture was filtered through Celite to remove the catalyst and the filtrate was evaporated under reduced pressure to give the title compound. The solvent is CO (methanol). Product: F[C@H]1[C@@H](O[C@@H]([C@H]1O)CO)N1C=NC2=C1N=CNCC2=O (3-(2-deoxy-2-fluoro-β-D-ribofuranosyl)-6,7-dihydroimidazo-[4,5-d][1,3]diazepin-8(3H)-one). RXN SMILES: C[O-].[Na+].NC[C:6]([C:8]1[N:9]=[CH:10][N:11]([C@@H:18]2[O:23][C@H:22]([CH2:24][OH:25])[C@@H:20]([OH:21])[C@H:19]2[F:26])[C:12]=1[N:13]=[CH:14][N:15](C)[CH3:16])=[O:7]>CO>[F:26][C@@H:19]1[C@H:20]([OH:21])[C@@H:22]([CH2:24][OH:25])[O:23][C@H:18]1[N:11]1[C:12]2[N:13]=[CH:14][NH:15][CH2:16][C:6](=[O:7])[C:8]=2[N:9]=[CH:10]1 |f:0.1|. Starting materials: C[O-].[Na+] (sodium methylate), NCC(=O)C=1N=CN(C1N=CN(C)C)[C@H]1[C@@H]([C@H](O)[C@H](O1)CO)F (4-aminoacetyl-1-(2-deoxy-2-fluoro-β-D-ribofuranosyl)-5-(dimethylaminomethyleneamino)imidazole), NCC(=O)C=1N=CN(C1N=CN(C)C)[C@H]1[C@@H]([C@H](O)[C@H](O1)CO)F (4-aminoacetyl-1-(2-deoxy-2-fluoro-β-D-ribofuranosyl)-5-(dimethylaminomethyleneamino)imidazole). Procedure details: In step 18, compound (24) is dissolved in methanol and treated with a methanolic solution of sodium methylate at room temperature to effect the ring-formation of the substituents on the imidazole ring of compound (24). Thus, 3-(2-deoxy-2-fluoro-β-D-ribofuranosyl)-6,7-dihydroimidazo-[4,5-d][1,3]diazepin-8(3H)-one [compound (25)] is produced. The reactants are COCCOCOc1c(C(=O)OC)cccc1[N+](=O)[O-], CO, [H][H]. Product: COCCOCOc1c(N)cccc1C(=O)OC. Reaction SMILES: [CH3:1][O:2][C:3]([c:4]1[c:5]([O:13][CH2:14][O:15][CH2:16][CH2:17][O:18][CH3:19])[c:6]([N+:10]([O-:11])=[O:12])[cH:7][cH:8][cH:9]1)=[O:20].[CH3:23][OH:24].[H:21][H:22]>>[CH3:1][O:2][C:3]([c:4]1[c:5]([O:13][CH2:14][O:15][CH2:16][CH2:17][O:18][CH3:19])[c:6]([NH2:10])[cH:7][cH:8][cH:9]1)=[O:20].